From a dataset of the Open Reaction Database (ORD), a public repository of structured organic reaction records. describe an organic reaction: reactants, conditions, products, and yield Starting materials: ice, NC=1C=C(C(=O)OC)C(=CN1)F (methyl 2-amino-5-fluoroisonicotinate), C1(=C(C(=CC(=C1)C)C)S(=O)(=O)ON)C (O-(mesitylsulfonyl)hydroxylamine). Run in ClCCl (dichloromethane), ClCCl (dichloromethane), C(C)OCC (diethylether). Conditions: time 2 hour. The product is CC1=C(C(=CC(=C1)C)C)S(=O)(=O)[O-].N[N+]1=C(C=C(C(=C1)F)C(=O)OC)N (1,2-diamino-5-fluoro-4-(methoxycarbonyl)pyridinium 2,4,6-trimethylbenzenesulfonate). Isolated yield 81.4%. As a reaction SMILES: [C:1]1([CH3:14])[CH:6]=[C:5]([CH3:7])[CH:4]=[C:3]([CH3:8])[C:2]=1[S:9]([O:12][NH2:13])(=[O:11])=[O:10].[NH2:15][C:16]1[CH:17]=[C:18]([C:23]([F:26])=[CH:24][N:25]=1)[C:19]([O:21][CH3:22])=[O:20]>ClCCl.C(OCC)C>[CH3:8][C:3]1[CH:4]=[C:5]([CH3:7])[CH:6]=[C:1]([CH3:14])[C:2]=1[S:9]([O-:12])(=[O:11])=[O:10].[NH2:13][N+:25]1[CH:24]=[C:23]([F:26])[C:18]([C:19]([O:21][CH3:22])=[O:20])=[CH:17][C:16]=1[NH2:15] |f:4.5|. Procedure: To an ice-cooled white suspension of O-(mesitylsulfonyl)hydroxylamine (1.18 g, 5.48 mmol) in dichloromethane (8.44 ml) is added dropwise a solution of methyl 2-amino-5-fluoroisonicotinate (932 mg, 5.48 mmol) in dichloromethane (2.53 ml). The resulting light brown suspension is stirred for 2 hours at room temperature. The suspension is cooled to −5-0° C., diluted with diethylether (15 ml) and stirred for 30 minutes. The solid is collected by filtration, washed with diethyl ether and dried affordi... Reactants: FC=1C=C2C(C(NC2=CC1)=O)=O (5-Fluoroisatin), C(C)O (ethanol), C1CCC(CC1)C(C(=O)C1=CC=CC=C1)C (4-cyclohexylpropiophenone), [OH-].[K+] (KOH). The solvent is O (water). Product: C1(CCCCC1)C1=CC=C(C=C1)C1=NC2=CC=C(C=C2C(=C1C)C(=O)O)F (2-(4-cyclohexylphenyl)-6-fluoro3-methylquinoline-4-carboxylic acid). RXN SMILES: [F:1][C:2]1[CH:3]=[C:4]2[C:8](=[CH:9][CH:10]=1)[NH:7][C:6](=[O:11])[C:5]2=O.[CH2:13]1[CH2:18][CH2:17][CH:16]([CH:19]([CH3:28])[C:20]([C:22]2[CH:27]=[CH:26][CH:25]=[CH:24]C=2)=O)[CH2:15][CH2:14]1.[OH-:29].[K+].[CH2:31](O)C>O>[CH:16]1([C:19]2[CH:20]=[CH:22][C:27]([C:26]3[C:25]([CH3:24])=[C:5]([C:6]([OH:11])=[O:29])[C:4]4[C:8](=[CH:9][CH:10]=[C:2]([F:1])[CH:3]=4)[N:7]=3)=[CH:31][CH:28]=2)[CH2:15][CH2:14][CH2:13][CH2:18][CH2:17]1 |f:2.3|. Procedure: 5-Fluoroisatin (100 g, 0.61 mole) and 4-cyclohexylpropiophenone (131 g, 0.61 mole) were suspended in 1100 ml of ethanol and stirred mechanically as a solution of 219 g (5.5 mole) of KOH in 550 ml of water was added dropwise. After the addition was complete, the mixture was heated at reflux for 12 hours, cooled, and the ethanol evaporated under reduced pressure. The resulting solid was dissolved in water and washed with ethyl ether. The aqueous layer was acidified with HCl. The resulting precipit... Starting materials: COC(C(=O)OC(CN(C)C(=O)OC(C)(C)C)c1ccc(F)cc1)c1ccccc1, O=C([O-])[O-], CO, [K+], [K+], O. Yields the product CN(CC(O)c1ccc(F)cc1)C(=O)OC(C)(C)C. RXN SMILES: [C:1]([CH3:2])([CH3:3])([CH3:4])[O:5][C:6](=[O:7])[N:8]([CH2:9][CH:10]([c:11]1[cH:12][cH:13][c:14]([F:17])[cH:15][cH:16]1)[O:18][C:19](=[O:20])[CH:21]([O:22][CH3:23])[c:24]1[cH:25][cH:26][cH:27][cH:28][cH:29]1)[CH3:30].[C:31](=[O:32])([O-:33])[O-:34].[CH3:37][OH:38].[K+:35].[K+:36].[OH2:39]>>[C:1]([CH3:2])([CH3:3])([CH3:4])[O:5][C:6](=[O:7])[N:8]([CH2:9][CH:10]([c:11]1[cH:12][cH:13][c:14]([F:17])[cH:15][cH:16]1)[OH:18])[CH3:30]. Reactants: [BH4-], Cl, [Na+], C1CCOC1, CC(C)(O)c1cc(C=C(C#N)C#N)no1. Product: CC(C)(O)c1cc(CC(C#N)C#N)no1. As a reaction SMILES: [BH4-:16].[ClH:18].[Na+:17].[O:19]1[CH2:20][CH2:21][CH2:22][CH2:23]1.[OH:1][C:2]([CH3:3])([CH3:4])[c:5]1[cH:6][c:7]([CH:10]=[C:11]([C:12]#[N:13])[C:14]#[N:15])[n:8][o:9]1>>[OH:1][C:2]([CH3:3])([CH3:4])[c:5]1[cH:6][c:7]([CH2:10][CH:11]([C:12]#[N:13])[C:14]#[N:15])[n:8][o:9]1.